Task: describe an organic reaction: reactants, conditions, products, and yield. Dataset: the Open Reaction Database (ORD), a public repository of structured organic reaction records The reactants are BrC1=CC=C(C=C1)F (1-Bromo-4-fluorobenzene), [N+](=O)([O-])[O-].[K+] (KNO3). The solvent is S(O)(O)(=O)=O (sulfuric acid). Run at temperature 0 celsius, time 1 hour. Yields the product BrC1=C(C=C(C=C1)F)[N+](=O)[O-] (1-Bromo-4-fluoro-2-nitrobenzene). The yield is 82.7%. As a reaction SMILES: [Br:1][C:2]1[CH:7]=[CH:6][C:5]([F:8])=[CH:4][CH:3]=1.[N+:9]([O-])([O-:11])=[O:10].[K+]>S(=O)(=O)(O)O>[Br:1][C:2]1[CH:7]=[CH:6][C:5]([F:8])=[CH:4][C:3]=1[N+:9]([O-:11])=[O:10] |f:1.2|. Procedure details: 1-Bromo-4-fluorobenzene (50.0 g) was added to concentrated sulfuric acid (200 mL) slowly at 0° C., followed by slow addition of KNO3 (43.3 g). The resulting mixture was stirred at 0° C. for 1 hour. TLC indicated the reaction was complete. The reaction mixture was poured onto ice slowly, and extracted with EtOAc (3×200 mL). The organic solution was dried over anhydrous sodium sulfate. The dried solution was concentrated to afford 1-bromo-4-fluoro-2-nitrobenzene (D39) (52.0 g) as colorless oil. Starting materials: CC(C)(C#N)c1cccc(C(=O)Nc2cccc(O)c2)c1, N#Cc1cc([N+](=O)[O-])ccc1F, O=C([O-])[O-], CN(C)C=O, [K+], [K+]. Yields the product CC(C)(C#N)c1cccc(C(=O)Nc2cccc(Oc3ccc([N+](=O)[O-])cc3C#N)c2)c1. Reaction SMILES: [C:13](#[N:14])[C:15]([CH3:16])([CH3:17])[c:18]1[cH:19][c:20]([C:21](=[O:22])[NH:23][c:24]2[cH:25][c:26]([OH:30])[cH:27][cH:28][cH:29]2)[cH:31][cH:32][cH:33]1.[C:1](#[N:2])[c:3]1[cH:4][c:5]([N+:10](=[O:11])[O-:12])[cH:6][cH:7][c:8]1[F:9].[C:34](=[O:35])([O-:36])[O-:37].[CH3:40][N:41]([CH3:42])[CH:43]=[O:44].[K+:38].[K+:39]>>[C:1](#[N:2])[c:3]1[cH:4][c:5]([N+:10](=[O:11])[O-:12])[cH:6][cH:7][c:8]1[O:30][c:26]1[cH:25][c:24]([NH:23][C:21]([c:20]2[cH:19][c:18]([C:15]([C:13]#[N:14])([CH3:16])[CH3:17])[cH:33][cH:32][cH:31]2)=[O:22])[cH:29][cH:28][cH:27]1. Reactants: BrC1=CC=C(O1)C(=O)OC (Methyl 5-bromo-2-furancarboxylate), BrCCCCCOCC#C (3-[(5-bromopentyl)oxy]-1-propyne), Intermediate 9. Product: BrCCCCCOCC#CC1=CC=C(O1)C(=O)OC (Methyl 5-[3-[(5-bromopentyl)oxy]-1-propynyl]-2-furancarboxylate). Isolated yield 40.6%. Reaction SMILES: Br[C:2]1[O:6][C:5]([C:7]([O:9][CH3:10])=[O:8])=[CH:4][CH:3]=1.[Br:11][CH2:12][CH2:13][CH2:14][CH2:15][CH2:16][O:17][CH2:18][C:19]#[CH:20]>>[Br:11][CH2:12][CH2:13][CH2:14][CH2:15][CH2:16][O:17][CH2:18][C:19]#[C:20][C:2]1[O:6][C:5]([C:7]([O:9][CH3:10])=[O:8])=[CH:4][CH:3]=1. Procedure: Methyl 5-bromo-2-furancarboxylate (1.49 g) was treated with 3-[(5-bromopentyl)oxy]-1-propyne (1.49 g) according to the method of Intermediate 9 to give the title compound as a yellow oil (0.97 g), t.l.c. (cyclohexane-diethyl ether 10:1) Rf 0.18. Reactants: Cl.NCC1=NC=CN=C1Cl (2-aminomethyl-3-chloropyrazine hydrochloride), C(C)(C)N(C(C)C)CC (N,N-diisopropylethylamine), Cl.CN1CCC(CC1)C(=O)Cl (1-methylpiperidine-4-carbonyl chloride hydrochloride). Run in ClCCl (dichloromethane). Product: ClC=1C(=NC=CN1)CNC(=O)C1CCN(CC1)C (N-((3-chloropyrazin-2-yl)methyl)-1-methylpiperidine-4-carboxamide). Yield: 83.0%. RXN SMILES: Cl.[NH2:2][CH2:3][C:4]1[C:9]([Cl:10])=[N:8][CH:7]=[CH:6][N:5]=1.C(N(CC)C(C)C)(C)C.Cl.[CH3:21][N:22]1[CH2:27][CH2:26][CH:25]([C:28](Cl)=[O:29])[CH2:24][CH2:23]1>ClCCl>[Cl:10][C:9]1[C:4]([CH2:3][NH:2][C:28]([CH:25]2[CH2:26][CH2:27][N:22]([CH3:21])[CH2:23][CH2:24]2)=[O:29])=[N:5][CH:6]=[CH:7][N:8]=1 |f:0.1,3.4|. Reported procedure: To a solution of 2-aminomethyl-3-chloropyrazine hydrochloride (content 70%; 7.85 mmol, 1.7 g) in N,N-diisopropylethylamine (39.3 mmol, 6.84 ml) and dichloromethane (30 ml) at 0° C. was added carefully 1-methylpiperidine-4-carbonyl chloride hydrochloride (9.42 mmol, 2.2 g). Then the cooling bath was removed. After two hours saturated aqueous sodium hydrogencarbonate solution (40 mL) was added and extracted five times with dichloromethane (30 mL). The organic extracts were combined, dried and conc...